From a dataset of the Open Reaction Database (ORD), a public repository of structured organic reaction records. describe an organic reaction: reactants, conditions, products, and yield Starting materials: N#CC1CC(F)CN1C(=O)CNC12CCC(C(=O)O)(CC1)CC2, CC(N)c1ccccc1. Product: CC(NC(=O)C12CCC(NCC(=O)N3CC(F)CC3C#N)(CC1)CC2)c1ccccc1. Reaction SMILES: [C:1](=[O:2])([OH:3])[C:4]12[CH2:5][CH2:6][C:7]([NH:12][CH2:13][C:14](=[O:15])[N:16]3[CH:17]([C:22]#[N:23])[CH2:18][CH:19]([F:21])[CH2:20]3)([CH2:8][CH2:9]1)[CH2:10][CH2:11]2.[c:24]1([CH:30]([CH3:31])[NH2:32])[cH:25][cH:26][cH:27][cH:28][cH:29]1>>[C:1](=[O:2])([C:4]12[CH2:5][CH2:6][C:7]([NH:12][CH2:13][C:14](=[O:15])[N:16]3[CH:17]([C:22]#[N:23])[CH2:18][CH:19]([F:21])[CH2:20]3)([CH2:8][CH2:9]1)[CH2:10][CH2:11]2)[NH:32][CH:30]([c:24]1[cH:25][cH:26][cH:27][cH:28][cH:29]1)[CH3:31]. Starting materials: [Si](C)(C)(C(C)(C)C)OCCN1N=CC(=C1)N (1-(2-(tert-Butyldimethylsilyloxy)ethyl)-1H-pyrazol-4-amine), BrC=1C(N(C=C(N1)Br)C)=O (3,5-dibromo-1-methyl pyrazin-2(1H)-one), C([O-])([O-])=O.[Cs+].[Cs+] (cesium carbonate), CC1(C2=C(C(=CC=C2)P(C3=CC=CC=C3)C4=CC=CC=C4)OC5=C(C=CC=C51)P(C6=CC=CC=C6)C7=CC=CC=C7)C (Xantphos). Reagents/catalysts: C=1C=CC(=CC1)/C=C/C(=O)/C=C/C2=CC=CC=C2.C=1C=CC(=CC1)/C=C/C(=O)/C=C/C2=CC=CC=C2.C=1C=CC(=CC1)/C=C/C(=O)/C=C/C2=CC=CC=C2.[Pd].[Pd] (tris(dibenzylideneacetone)-dipalladium(0)). Run in O1CCOCC1 (1,4-dioxane). Product: BrC=1N=C(C(N(C1)C)=O)NC=1C=NN(C1)CCO[Si](C)(C)C(C)(C)C (5-Bromo-3-(1-(2-(tert-butyldimethylsilyloxy)ethyl)-1H-pyrazol-4-ylamino)-1-methylpyrazin-2(1H)-one). Yield: 49.6%. As a reaction SMILES: [Si:1]([O:8][CH2:9][CH2:10][N:11]1[CH:15]=[C:14]([NH2:16])[CH:13]=[N:12]1)([C:4]([CH3:7])([CH3:6])[CH3:5])([CH3:3])[CH3:2].Br[C:18]1[C:19](=[O:26])[N:20]([CH3:25])[CH:21]=[C:22]([Br:24])[N:23]=1.C(=O)([O-])[O-].[Cs+].[Cs+].CC1(C)C2C(=C(P(C3C=CC=CC=3)C3C=CC=CC=3)C=CC=2)OC2C(P(C3C=CC=CC=3)C3C=CC=CC=3)=CC=CC1=2>C1C=CC(/C=C/C(/C=C/C2C=CC=CC=2)=O)=CC=1.C1C=CC(/C=C/C(/C=C/C2C=CC=CC=2)=O)=CC=1.C1C=CC(/C=C/C(/C=C/C2C=CC=CC=2)=O)=CC=1.[Pd].[Pd].O1CCOCC1>[Br:24][C:22]1[N:23]=[C:18]([NH:16][C:14]2[CH:13]=[N:12][N:11]([CH2:10][CH2:9][O:8][Si:1]([C:4]([CH3:7])([CH3:5])[CH3:6])([CH3:3])[CH3:2])[CH:15]=2)[C:19](=[O:26])[N:20]([CH3:25])[CH:21]=1 |f:2.3.4,6.7.8.9.10|. Procedure: A 100-mL three-neck round-bottomed flask equipped with a reflux condenser, magnetic stirrer and nitrogen inlet was charged with 116b (400 mg, 1.66 mmol), 3,5-dibromo-1-methyl pyrazin-2(1H)-one (443 mg, 1.66 mmol), cesium carbonate (1.19 g, 3.65 mmol), and 1,4-dioxane (20 mL). After bubbling nitrogen through the resulting suspension for 30 min, Xantphos (144 mg, 0.249 mmol) and tris(dibenzylideneacetone)-dipalladium(0) (152 mg, 0.166 mmol) were added, and the reaction mixture was heated at reflux... Starting materials: CC1=C(N=C(O1)C1=CC=CC=C1)COC1=CC=C(C=C1)C(C)=O (4'-(5-methyl-2-phenyl-4-oxazolylmethoxy)acetophenone), COC(=O)CP(=O)(OC)OC (trimethyl phosphonoacetate). Product: CC1=C(N=C(O1)C1=CC=CC=C1)COC1=CC=C(C=C1)/C(=C/C(=O)OC)/C (methyl (E)-3-[4-(5-methyl-2-phenyl-4-oxazolylmethoxy)phenyl]-2-butenoate). RXN SMILES: [CH3:1][C:2]1[O:6][C:5]([C:7]2[CH:12]=[CH:11][CH:10]=[CH:9][CH:8]=2)=[N:4][C:3]=1[CH2:13][O:14][C:15]1[CH:20]=[CH:19][C:18]([C:21](=O)[CH3:22])=[CH:17][CH:16]=1.[CH3:24][O:25][C:26]([CH2:28]P(OC)(OC)=O)=[O:27]>>[CH3:1][C:2]1[O:6][C:5]([C:7]2[CH:8]=[CH:9][CH:10]=[CH:11][CH:12]=2)=[N:4][C:3]=1[CH2:13][O:14][C:15]1[CH:16]=[CH:17][C:18](/[C:21](/[CH3:22])=[CH:28]/[C:26]([O:25][CH3:24])=[O:27])=[CH:19][CH:20]=1. Reported procedure: According to the method described for Reference Example 22, 4'-(5-methyl-2-phenyl-4-oxazolylmethoxy)acetophenone was allowed to react with trimethyl phosphonoacetate gave methyl (E)-3-[4-(5-methyl-2-phenyl-4-oxazolylmethoxy)phenyl]-2-butenoate. Recrystallization from ethyl acetate--hexane gave colorless prisms, m.p.125°-126° C. The reactants are CCOC(=O)C(C)(C)Oc1ccc(CCCC(=O)O)cc1, CS(=O)(=O)O, CCOC(C)=O, [Cl-], O=C(Cl)C(=O)Cl, NC(=O)N(N)Cc1cc(F)cc(F)c1, CN(C)C=O, c1ccncc1. Yields the product CCOC(=O)C(C)(C)Oc1ccc(CCCC(=O)NN(Cc2cc(F)cc(F)c2)C(N)=O)cc1. As a reaction SMILES: [CH2:1]([CH3:2])[O:3][C:4](=[O:5])[C:6]([CH3:7])([O:8][c:9]1[cH:10][cH:11][c:12]([CH2:15][CH2:16][CH2:17][C:18](=[O:19])[OH:20])[cH:13][cH:14]1)[CH3:21].[CH3:28][S:29]([OH:30])(=[O:31])=[O:32].[CH3:54][CH2:55][O:56][C:57](=[O:58])[CH3:59].[Cl-:53].[Cl:22][C:23]([C:24]([Cl:25])=[O:26])=[O:27].[F:33][c:34]1[cH:35][c:36]([CH2:41][N:42]([NH2:43])[C:44](=[O:45])[NH2:46])[cH:37][c:38]([F:40])[cH:39]1.[O:60]=[CH:61][N:62]([CH3:63])[CH3:64].[cH:47]1[cH:48][cH:49][n:50][cH:51][cH:52]1>>[CH2:1]([CH3:2])[O:3][C:4](=[O:5])[C:6]([CH3:7])([O:8][c:9]1[cH:10][cH:11][c:12]([CH2:15][CH2:16][CH2:17][C:18](=[O:20])[NH:43][N:42]([CH2:41][c:36]2[cH:35][c:34]([F:33])[cH:39][c:38]([F:40])[cH:37]2)[C:44](=[O:45])[NH2:46])[cH:13][cH:14]1)[CH3:21].